From a dataset of the Open Reaction Database (ORD), a public repository of structured organic reaction records. describe an organic reaction: reactants, conditions, products, and yield Reactants: FC(C(=O)O)(F)F (Trifluoroacetic acid), C(C=C)OC(=O)N1C[C@@H](C[C@H]1C=1N=C(SC1)CNOC(C)(C)C)OS(=O)(=O)C ((3R,5S)-1-allyloxycarbonyl-5-[2-(t-butoxyaminomethyl)thiazol-4-yl]-3-methanesulfonyloxypyrrolidine). Conditions: time 1 hour. Yields the product C(C=C)OC(=O)N1C[C@@H](C[C@H]1C=1N=C(SC1)CNC=O)OS(=O)(=O)C ((3R,5S)-1-allyloxycarbonyl-5-(2-formylaminomethylthiazol-4-yl)-3-methanesulfonyloxypyrrolidine). As a reaction SMILES: FC(F)(F)[C:3](O)=[O:4].[CH2:8]([O:11][C:12]([N:14]1[C@H:18]([C:19]2[N:20]=[C:21]([CH2:24][NH:25]OC(C)(C)C)[S:22][CH:23]=2)[CH2:17][C@@H:16]([O:31][S:32]([CH3:35])(=[O:34])=[O:33])[CH2:15]1)=[O:13])[CH:9]=[CH2:10]>>[CH2:8]([O:11][C:12]([N:14]1[C@H:18]([C:19]2[N:20]=[C:21]([CH2:24][NH:25][CH:3]=[O:4])[S:22][CH:23]=2)[CH2:17][C@@H:16]([O:31][S:32]([CH3:35])(=[O:33])=[O:34])[CH2:15]1)=[O:13])[CH:9]=[CH2:10]. Reported procedure: Trifluoroacetic acid (4 ml) is added to 1.26 g of (3R,5S)-1-allyloxycarbonyl-5-[2-(t-butoxyaminomethyl)thiazol-4-yl]-3-methanesulfonyloxypyrrolidine, and the mixture is stirred at room temperature for one hr. The reaction mixture is concentrated under reduced pressure. A saturated aqueous sodium hydrogencarbonate solution (30 ml) and 20 ml of dichloromethane are added to the residue, a mixed acid anhydride prepared from 1.0 ml of formic acid and 0.75 ml of acetic acid are added dropwise thereto,... The reactants are COC=1C=C(C=CC1OC)CNCCC1(CC(OCC1)(C)C)C1=CC=C(C=C1)F ([(3,4-Dimethoxyphenyl)methyl]({2-[4-(4-fluorophenyl)-2,2-dimethyloxan-4-yl]ethyl}) amine), C(#N)C(C(=O)OC)C1(CCOC2(C1)CCCCC2)C2=CC=C(C=C2)F (methyl 2-cyano-2-[4-(4-fluorophenyl)-1-oxaspiro[5.5]undecan-4-yl]acetate), C(#N)C(C(=O)OC)C1(CCOC2(CCCC2)C1)C1=CC=C(C=C1)F (methyl 2-cyano-2-[9-(4-fluorophenyl)-6-oxaspiro[4.5]decan-9-yl]acetate), FC1=CC=C(C=C1)C1(CCOC2(C1)CCCCC2)CC#N (2-[4-(4-fluorophenyl)-1-oxaspiro[5.5]undecan-4-yl]acetonitrile). Product: FC1=CC=C(C=C1)[C@@]1(CCOC2(CCCC2)C1)CC#N (2-[(9R)-9-(4-fluorophenyl)-6-oxaspiro[4.5]decan-9-yl]acetonitrile). Reaction SMILES: COC1C=C(CNCCC2(C3C=CC(F)=CC=3)CCOC(C)(C)C2)C=CC=1OC.[C:30]([CH:32]([C:37]1([C:48]2[CH:53]=[CH:52][C:51]([F:54])=[CH:50][CH:49]=2)[CH2:42][C:41]2([CH2:47][CH2:46][CH2:45]C[CH2:43]2)[O:40][CH2:39][CH2:38]1)C(OC)=O)#[N:31].C(C(C1(C2C=CC(F)=CC=2)CC2(CCCC2)OCC1)C(OC)=O)#N.FC1C=CC(C2(CC#N)CC3(CCCCC3)OCC2)=CC=1>>[F:54][C:51]1[CH:50]=[CH:49][C:48]([C@@:37]2([CH2:32][C:30]#[N:31])[CH2:42][C:41]3([CH2:43][CH2:45][CH2:46][CH2:47]3)[O:40][CH2:39][CH2:38]2)=[CH:53][CH:52]=1. Procedure: By the procedure described in the preparation of intermediate 10 substituting methyl 2-cyano-2-[4-(4-fluorophenyl)-1-oxaspiro[5.5]undecan-4-yl]acetate for methyl 2-cyano-2-[9-(4-fluorophenyl)-6-oxaspiro[4.5]decan-9-yl]acetate, 2-[4-(4-fluorophenyl)-1-oxaspiro[5.5]undecan-4-yl]acetonitrile was prepared (m/z 287.2 [M+H]+ observed). Starting materials: ClC=1C=C(C=O)C=CC1Cl (3,4-dichlorobenzaldehyde), CC(CC(C)=O)=O (2,4-pentanedione). Product: ClC=1C=C(C=CC1Cl)C=C(C(C)=O)C(C)=O (3-[(3,4-Dichlorophenyl)methylene]-2,4-pentanedione). Reaction SMILES: [Cl:1][C:2]1[CH:3]=[C:4]([CH:7]=[CH:8][C:9]=1[Cl:10])[CH:5]=O.[CH3:11][C:12](=[O:17])[CH2:13][C:14](=[O:16])[CH3:15]>>[Cl:1][C:2]1[CH:3]=[C:4]([CH:5]=[C:13]([C:12](=[O:17])[CH3:11])[C:14](=[O:16])[CH3:15])[CH:7]=[CH:8][C:9]=1[Cl:10]. Procedure details: The procedure described in Example 1 was repeated by using 4.26 g of 3,4-dichlorobenzaldehyde and 3.0 g of 2,4-pentanedione. Yield 1.3 g, mp 73° C. Starting materials: BrC1=C(C=CC=C1)CCC(=O)N(NC(C1=CC=CC=C1)=O)C(C)C (benzoic acid N′-[3-(2-bromo-phenyl)-propionyl]-N′-isopropyl-hydrazide), C(=O)([O-])[O-].[Na+].[Na+] (Na2CO3), C(#N)C=1C=C(C=CC1)B(O)O (3-cyano-phenylboronic acid), Pd[PPh3]4. Run in COCCOC (DME). The product is C(#N)C=1C=C(C=CC1)C1=C(C=CC=C1)CCC(=O)N(NC(C1=CC=CC=C1)=O)C(C)C (Benzoic acid N′-[3-(3′-cyano-biphenyl-2-yl)-propionyl]-N′-isopropyl-hydrazide). Yield: 24.3%. RXN SMILES: Br[C:2]1[CH:7]=[CH:6][CH:5]=[CH:4][C:3]=1[CH2:8][CH2:9][C:10]([N:12]([CH:22]([CH3:24])[CH3:23])[NH:13][C:14](=[O:21])[C:15]1[CH:20]=[CH:19][CH:18]=[CH:17][CH:16]=1)=[O:11].C([O-])([O-])=O.[Na+].[Na+].[C:31]([C:33]1[CH:34]=[C:35](B(O)O)[CH:36]=[CH:37][CH:38]=1)#[N:32]>COCCOC>[C:31]([C:33]1[CH:38]=[C:37]([C:2]2[CH:7]=[CH:6][CH:5]=[CH:4][C:3]=2[CH2:8][CH2:9][C:10]([N:12]([CH:22]([CH3:24])[CH3:23])[NH:13][C:14](=[O:21])[C:15]2[CH:20]=[CH:19][CH:18]=[CH:17][CH:16]=2)=[O:11])[CH:36]=[CH:35][CH:34]=1)#[N:32] |f:1.2.3|. Reported procedure: A solution of benzoic acid N′-[3-(2-bromo-phenyl)-propionyl]-N′-isopropyl-hydrazide (50 mg, 0.13 mmol) in DME (4 ml)/2M Na2CO3 (225 μL, 0.45 mmol) was treated with 3-cyano-phenylboronic acid (38 mg, 0.26 mmol) and Pd[PPh3]4 (15 mg, 0.013 mmol) for 18 hours at 90° C. The reaction mixture was partitioned between water and dichloromethane. The organic layer was washed with brine, dried over sodium sulfate, filtered, and concentrated. The crude was absorbed on silica and purified on a silica gel col... Reactants: Cl (hydrochloric acid), [OH-].[K+] (Potassium hydroxide), C(C)OC(=O)C1=CSC(=C1)C1CCOCC1 (5-(tetrahydro-pyran-4-yl)-thiophene-3-carboxylic acid ethyl ester). Solvent: O (water), O (water), IMS. Reaction conditions: time 1 hour. Product: O1CCC(CC1)C1=CC(=CS1)C(=O)O (5-(Tetrahydro-pyran-4-yl)-thiophene-3-carboxylic acid). The yield is 85.9%. As a reaction SMILES: [OH-].[K+].C([O:5][C:6]([C:8]1[CH:12]=[C:11]([CH:13]2[CH2:18][CH2:17][O:16][CH2:15][CH2:14]2)[S:10][CH:9]=1)=[O:7])C.Cl>O>[O:16]1[CH2:15][CH2:14][CH:13]([C:11]2[S:10][CH:9]=[C:8]([C:6]([OH:7])=[O:5])[CH:12]=2)[CH2:18][CH2:17]1 |f:0.1|. Procedure: Potassium hydroxide (0.56 g, 10 mmol) in water (2 mL) was added to 5-(tetrahydro-pyran-4-yl)-thiophene-3-carboxylic acid ethyl ester (3.36 mmol) in IMS (6 mL). The reaction mixture was stirred for 1 hour then water was added and the mixture acidified to pH 7 with 1 N hydrochloric acid and then extracted with diethyl ether. The organic solution was dried over magnesium sulphate, filtered and the solvent evaporated to give the title compound (613 mg). LCMS m/z 211 [M−H]− RT=2.53 min (Analytical Me...